From a dataset of the Open Reaction Database (ORD), a public repository of structured organic reaction records. describe an organic reaction: reactants, conditions, products, and yield The reactants are C[Si](C)(C)O[Si](C)(C)C, O=C(O)c1ccc(F)c(F)c1F, O, O=[N+]([O-])O, O=S(=O)(O)O. The product is O=C(O)c1cc([N+](=O)[O-])c(F)c(F)c1F. As a reaction SMILES: [CH3:13][Si:14]([CH3:15])([CH3:16])[O:17][Si:18]([CH3:19])([CH3:20])[CH3:21].[F:1][c:2]1[c:3]([C:4](=[O:5])[OH:6])[cH:7][cH:8][c:9]([F:12])[c:10]1[F:11].[OH2:26].[OH:22][N+:23]([O-:24])=[O:25].[S:27](=[O:28])(=[O:29])([OH:30])[OH:31]>>[F:1][c:2]1[c:3]([C:4](=[O:5])[OH:6])[cH:7][c:8]([N+:23](=[O:22])[O-:24])[c:9]([F:12])[c:10]1[F:11]. Product: Cc1nc2cc(Nc3cncc(-c4ccncc4)n3)ccc2s1. Reaction SMILES: [CH3:34][O:35][CH2:36][CH2:37][O:38][CH3:39].[Cl:1][c:2]1[cH:3][n:4][cH:5][c:6]([NH:8][c:9]2[cH:10][cH:11][c:12]3[c:13]([n:14][c:15]([CH3:17])[s:16]3)[cH:18]2)[n:7]1.[Na+:28].[Na+:29].[O-:30][C:31](=[O:32])[O-:33].[OH2:40].[cH:41]1[cH:42][cH:43][c:44]([P:45]([Pd:46]([P:47]([c:48]2[cH:49][cH:50][cH:51][cH:52][cH:53]2)([c:54]2[cH:55][cH:56][cH:57][cH:58][cH:59]2)[c:60]2[cH:61][cH:62][cH:63][cH:64][cH:65]2)([P:66]([c:67]2[cH:68][cH:69][cH:70][cH:71][cH:72]2)([c:73]2[cH:74][cH:75][cH:76][cH:77][cH:78]2)[c:79]2[cH:80][cH:81][cH:82][cH:83][cH:84]2)[P:85]([c:86]2[cH:87][cH:88][cH:89][cH:90][cH:91]2)([c:92]2[cH:93][cH:94][cH:95][cH:96][cH:97]2)[c:98]2[cH:99][cH:100][cH:101][cH:102][cH:103]2)([c:104]2[cH:105][cH:106][cH:107][cH:108][cH:109]2)[c:110]2[cH:111][cH:112][cH:113][cH:114][cH:115]2)[cH:116][cH:117]1.[n:19]1[cH:20][cH:21][c:22]([B:25]([OH:26])[OH:27])[cH:23][cH:24]1>>[c:2]1(-[c:22]2[cH:21][cH:20][n:19][cH:24][cH:23]2)[cH:3][n:4][cH:5][c:6]([NH:8][c:9]2[cH:10][cH:11][c:12]3[c:13]([n:14][c:15]([CH3:17])[s:16]3)[cH:18]2)[n:7]1. The reactants are COCCOC, Cc1nc2cc(Nc3cncc(Cl)n3)ccc2s1, [Na+], [Na+], O=C([O-])[O-], O, c1ccc(P(c2ccccc2)(c2ccccc2)[Pd](P(c2ccccc2)(c2ccccc2)c2ccccc2)(P(c2ccccc2)(c2ccccc2)c2ccccc2)P(c2ccccc2)(c2ccccc2)c2ccccc2)cc1, OB(O)c1ccncc1. Reactants: N1=CC=CC=C1 (pyridine), C(=O)(OC(C)(C)C)NCC(=O)O (N-BOC-glycine), 24a, N1=C(F)N=C(F)N=C1F (cyanuric fluoride). Run in C(Cl)Cl (CH2Cl2). Conditions: temperature -15 celsius, time 15 minute. Yields the product C(C)(C)(C)OC(NCC(=O)F)=O (Fluorocarbonylmethyl-carbamic Acid tert-butyl Ester). RXN SMILES: [C:1]([NH:8][CH2:9][C:10]([OH:12])=O)([O:3][C:4]([CH3:7])([CH3:6])[CH3:5])=[O:2].N1C(F)=NC(F)=NC=1[F:15].N1C=CC=CC=1>C(Cl)Cl>[C:4]([O:3][C:1](=[O:2])[NH:8][CH2:9][C:10]([F:15])=[O:12])([CH3:7])([CH3:6])[CH3:5]. Reported procedure: To an oven-dried, septaed 10 mL round-bottom flask, cooled under an argon atmosphere, and charged with N-BOC-glycine, 24a, (175.2 mg, 1.00 mmol) was added 2.5 mL freshly distilled CH2Cl2 under argon. The reaction was cooled to −15° C. and to the flask was added cyanuric fluoride (450 μL, 5 mmol). The reaction was stirred at −15° C. for 15 minutes then anhydrous pyridine (81 μL, 1.0 mmol) was added. Stirring was maintained at −15° C. for 90 minutes, with reaction progress indicated by the gradual... Reactants: CCO, CC(C)=O, CCOC(=O)N1CCN(C2Cc3ccccc3Sc3cc(Cl)c(Cl)cc32)CC1, [K+], [OH-], O, c1ccccc1. Yields the product Clc1cc2c(cc1Cl)C(N1CCNCC1)Cc1ccccc1S2. RXN SMILES: [CH3:31][CH2:32][OH:33].[CH3:40][C:41](=[O:42])[CH3:43].[Cl:1][c:2]1[cH:3][c:4]2[c:5]([cH:26][c:27]1[Cl:28])[CH:6]([N:15]1[CH2:16][CH2:17][N:18]([C:21]([O:22][CH2:23][CH3:24])=[O:25])[CH2:19][CH2:20]1)[CH2:7][c:8]1[c:9]([cH:11][cH:12][cH:13][cH:14]1)[S:10]2.[K+:30].[OH-:29].[OH2:44].[cH:34]1[cH:35][cH:36][cH:37][cH:38][cH:39]1>>[Cl:1][c:2]1[cH:3][c:4]2[c:5]([cH:26][c:27]1[Cl:28])[CH:6]([N:15]1[CH2:16][CH2:17][NH:18][CH2:19][CH2:20]1)[CH2:7][c:8]1[c:9]([cH:11][cH:12][cH:13][cH:14]1)[S:10]2. Starting materials: C(C)(C)(C)OC(=O)N1C(CCC1C=CC=1C=C(C=CC1)C)C(=O)N1[C@@H](CCC1)C#N (2-(2-(S)-cyano-pyrrolidine-1-carbonyl)-5-(R/S)-(2-m-tolyl-vinyl)-pyrrolidine-1-carboxylic acid tert-butyl ester). Reagents/catalysts: [Pd] (Pd/C). Run in C(C)O (ethanol). The product is CC=1C=C(C=CC1)CCC1CC[C@H](N1)C(=O)N1[C@@H](CCC1)C#N ((2S)-1-{(5R/S)-5-(2-(3-methylphenyl)ethyl)-L-prolyl}pyrrolidine-2-carbonitrile). RXN SMILES: C(OC([N:8]1[CH:12]([CH:13]=[CH:14][C:15]2[CH:16]=[C:17]([CH3:21])[CH:18]=[CH:19][CH:20]=2)[CH2:11][CH2:10][CH:9]1[C:22]([N:24]1[CH2:28][CH2:27][CH2:26][C@H:25]1[C:29]#[N:30])=[O:23])=O)(C)(C)C>C(O)C.[Pd]>[CH3:21][C:17]1[CH:16]=[C:15]([CH2:14][CH2:13][CH:12]2[NH:8][C@H:9]([C:22]([N:24]3[CH2:28][CH2:27][CH2:26][C@H:25]3[C:29]#[N:30])=[O:23])[CH2:10][CH2:11]2)[CH:20]=[CH:19][CH:18]=1. Reported procedure: A solution of 2-(2-(S)-cyano-pyrrolidine-1-carbonyl)-5-(R/S)-(2-m-tolyl-vinyl)-pyrrolidine-1-carboxylic acid tert-butyl ester (Example 23) (50 mg) and 10% Pd/C(10 mg) in ethanol (5mL) was stirred under H2 balloon overnight. The catalyst was removed by filtration, and the filtrate was concentrated to provide the desired product. Reactants: C(C)(C)(C)C=1N=C(SC1)C=1OC2=C(C1)C=C(C=C2)OCC2=C(C=CC=C2)CC(C(=O)O)C(=O)O (4-tert-butyl-2-[5-{2-(2,2-dicarboxyethyl)phenylmethoxy}benzofuran-2-yl]thiazole). Solvent: C=1(C(=CC=CC1)C)C (xylene). Reaction conditions: time 7 hour. Product: C(C)(C)(C)C=1N=C(SC1)C=1OC2=C(C1)C=C(C=C2)OCC2=C(C=CC=C2)CCC(=O)O (4-tert-butyl-2-[5-{2-(2-carboxyethyl)phenylmethoxy}benzofuran-2-yl]thiazole). The yield is 72.8%. RXN SMILES: [C:1]([C:5]1[N:6]=[C:7]([C:10]2[O:11][C:12]3[CH:18]=[CH:17][C:16]([O:19][CH2:20][C:21]4[CH:26]=[CH:25][CH:24]=[CH:23][C:22]=4[CH2:27][CH:28](C(O)=O)[C:29]([OH:31])=[O:30])=[CH:15][C:13]=3[CH:14]=2)[S:8][CH:9]=1)([CH3:4])([CH3:3])[CH3:2]>C1(C)C(C)=CC=CC=1>[C:1]([C:5]1[N:6]=[C:7]([C:10]2[O:11][C:12]3[CH:18]=[CH:17][C:16]([O:19][CH2:20][C:21]4[CH:26]=[CH:25][CH:24]=[CH:23][C:22]=4[CH2:27][CH2:28][C:29]([OH:31])=[O:30])=[CH:15][C:13]=3[CH:14]=2)[S:8][CH:9]=1)([CH3:4])([CH3:2])[CH3:3]. Procedure details: A mixture of 4-tert-butyl-2-[5-{2-(2,2-dicarboxyethyl)phenylmethoxy}benzofuran-2-yl]thiazole (1.30 g) in xylene (20 ml) was refluxed with stirring for 7 hours. After being cooled, the mixture was subjected to column chromatography on silica gel (45 g) and eluted with a mixture of methanol and chloroform. The fractions containing object compound were combined and concentrated under reduced pressure. The residue was recrystallized from a mixture of diethyl ether and petroleum ether to give 4-tert-... Reactants: C1CCOC1, C[Si](C)(C)[N-][Si](C)(C)C, COc1ccc(N)nn1, CC(=O)O, COc1cccc2c1nc(C(F)F)n2-c1nc(Cl)nc(N2CCOCC2)n1, [Na+], O. Product: COc1ccc(Nc2nc(N3CCOCC3)nc(-n3c(C(F)F)nc4c(OC)cccc43)n2)nn1. As a reaction SMILES: [CH2:51]1[O:52][CH2:53][CH2:54][CH2:55]1.[CH3:11][Si:12]([N-:13][Si:14]([CH3:15])([CH3:16])[CH3:17])([CH3:18])[CH3:19].[CH3:1][O:2][c:3]1[cH:4][cH:5][c:6]([NH2:9])[n:7][n:8]1.[CH3:47][C:48](=[O:49])[OH:50].[Cl:20][c:21]1[n:22][c:23](-[n:33]2[c:34]([CH:44]([F:45])[F:46])[n:35][c:36]3[c:37]2[cH:38][cH:39][cH:40][c:41]3[O:42][CH3:43])[n:24][c:25]([N:27]2[CH2:28][CH2:29][O:30][CH2:31][CH2:32]2)[n:26]1.[Na+:10].[OH2:56]>>[CH3:1][O:2][c:3]1[cH:4][cH:5][c:6]([NH:9][c:21]2[n:22][c:23](-[n:33]3[c:34]([CH:44]([F:45])[F:46])[n:35][c:36]4[c:37]3[cH:38][cH:39][cH:40][c:41]4[O:42][CH3:43])[n:24][c:25]([N:27]3[CH2:28][CH2:29][O:30][CH2:31][CH2:32]3)[n:26]2)[n:7][n:8]1.